From a dataset of the Open Reaction Database (ORD), a public repository of structured organic reaction records. describe an organic reaction: reactants, conditions, products, and yield Starting materials: [H-].[H-].[H-].[H-].[Li+].[Al+3] (LAH), ClC1=CC=C(C=C1)C1=NSC(=C1COC1=C(C=C(C=C1F)CC(C(=O)OCC)C)F)C(F)(F)F (ethyl 3-(4-((3-(4-chlorophenyl)-5-(trifluoromethyl)isothiazol-4-yl)methoxy)-3,5-difluorophenyl)-2-methylpropanoate). The product is ClC1=CC=C(C=C1)C1=NSC(=C1COC1=C(C=C(C=C1F)CC(CO)C)F)C(F)(F)F (3-(4-[[3-(4-chlorophenyl)-5-(trifluoromethyl)-1,2-thiazol-4-yl]methoxy]-3,5-difluorophenyl)-2-methylpropan-1-ol). As a reaction SMILES: [H-].[H-].[H-].[H-].[Li+].[Al+3].[Cl:7][C:8]1[CH:13]=[CH:12][C:11]([C:14]2[C:18]([CH2:19][O:20][C:21]3[C:26]([F:27])=[CH:25][C:24]([CH2:28][CH:29]([CH3:35])[C:30](OCC)=[O:31])=[CH:23][C:22]=3[F:36])=[C:17]([C:37]([F:40])([F:39])[F:38])[S:16][N:15]=2)=[CH:10][CH:9]=1>>[Cl:7][C:8]1[CH:13]=[CH:12][C:11]([C:14]2[C:18]([CH2:19][O:20][C:21]3[C:26]([F:27])=[CH:25][C:24]([CH2:28][CH:29]([CH3:35])[CH2:30][OH:31])=[CH:23][C:22]=3[F:36])=[C:17]([C:37]([F:39])([F:40])[F:38])[S:16][N:15]=2)=[CH:10][CH:9]=1 |f:0.1.2.3.4.5|. Procedure details: The title compound was prepared according to the procedure described in Example 111 by LAH reduction of ethyl 3-(4-((3-(4-chlorophenyl)-5-(trifluoromethyl)isothiazol-4-yl)methoxy)-3,5-difluorophenyl)-2-methylpropanoate to afford the desired product as an off-white solid. 1H NMR (CDCl3): 7.82 (d, J=7.2 Hz, 2H), 7.52 (d, J=7.2 Hz, 2H), 6.79-6.85 (m, 2H), 5.20 (s, 2H), 3.33-3.41 (m, 2H), 2.76 (dd, J1=5.2 Hz, J2=5.2 Hz, 1H), 2.74-2.79 (m, 1H), 1.82-1.91 (m, 1H), 0.89 (s, 3H). Mass spectrum (ESI, m/z... Reactants: C(C)(C)NS(=O)(=O)C=1C=NC=CC1N (N-isopropyl-4-aminopyridine-3-sulfonamide), C=O (paraformaldehyde), Cl (HCl). The reagents and catalysts are C(C)(=O)OCC (ethyl acetate). Solvent: C(C)(C)O (isopropanol). Conditions: time 2 hour. The product is C(C)(C)N1S(C2=C(NC1)C=CN=C2)(=O)=O (2-ISOPROPYL-2,3-DIHYDRO-4H-PYRIDO[4,3-e] [1,2,4]THIADIAZINE 1,1-DIOXIDE). As a reaction SMILES: [CH:1]([NH:4][S:5]([C:8]1[CH:9]=[N:10][CH:11]=[CH:12][C:13]=1[NH2:14])(=[O:7])=[O:6])([CH3:3])[CH3:2].[CH2:15]=O.Cl>C(O)(C)C.C(OCC)(=O)C>[CH:1]([N:4]1[CH2:15][NH:14][C:13]2[CH:12]=[CH:11][N:10]=[CH:9][C:8]=2[S:5]1(=[O:7])=[O:6])([CH3:3])[CH3:2]. Procedure details: A mixture of 0.5 g of N-isopropyl-4-aminopyridine-3-sulfonamide (Preparation 7) and 0.5 g of paraformaldehyde in 15 cm3 of isopropanol to which 50 drops of ethyl acetate saturated with gaseous HCl have been added is brought to reflux for 24 hours. After this lapse of time, the solvent is removed under partial vacuum. The residue is redissolved in 20 cm3 of methanol. The possible insoluble material is removed by filtration. The filtrate, treated with 40 cm3 of water and stored for 2 hours at +4° ... The product is C(C)(=O)OCCCCCCCCCCCCC=O (13-oxotridecyl acetate). Isolated yield 21.2%. Reaction conditions: time 18 hour. The reactants are C(=O)C=C (acrolein), solution, C(C)(=O)OCCCCCCCCC=C (9-decenyl acetate), Cl (hydrochloric acid). Procedure details: To a stirred 1.0 Molar solution of borane·tetrahydrofuran complex, 90 ml (0.09 mole), was added dropwise 57 grams (0.27 mole) of 9-decenyl acetate. The reaction mixture temperature was maintained at 20°-25° C. during the addition. Upon completion of addition, the reaction mixture stirred at ambient temperature for 18 hours. After this time 2 ml of aqueous 3M hydrochloric acid was added, and the reaction mixture was stirred for five minutes. To this was then added 5.0 grams (0.09 mole) of acrolei... RXN SMILES: [C:1]([O:4][CH2:5][CH2:6][CH2:7][CH2:8][CH2:9][CH2:10][CH2:11][CH2:12][CH:13]=[CH2:14])(=[O:3])[CH3:2].Cl.[CH:16]([CH:18]=[CH2:19])=[O:17]>>[C:1]([O:4][CH2:5][CH2:6][CH2:7][CH2:8][CH2:9][CH2:10][CH2:11][CH2:12][CH2:13][CH2:14][CH2:19][CH2:18][CH:16]=[O:17])(=[O:3])[CH3:2]. Starting materials: O1C(OCCC1)CC[Mg]Br (1,3-Dioxane-2-ylethyl magnesium bromide), O=C1CC2CCC(C1)N2C2=CC=C(C1=CC=CC=C21)C#N (4-(3-Oxo-8-azabicyclo[3.2.1]oct-8-yl)naphthalene-1-carbonitrile). The solvent is C1CCOC1 (THF). Run at time 48 hour. The product is O1C(OCCC1)CCC1(CC2CCC(C1)N2C2=CC=C(C1=CC=CC=C21)C#N)O (4-[3-(2-[1,3]Dioxan-2-ylethyl)-3-hydroxy-8-azabicyclo[3.2.1]oct-8-yl]naphthalene-1-carbonitrile). As a reaction SMILES: [O:1]1[CH2:6][CH2:5][CH2:4][O:3][CH:2]1[CH2:7][CH2:8][Mg]Br.[O:11]=[C:12]1[CH2:18][CH:17]2[N:19]([C:20]3[C:29]4[C:24](=[CH:25][CH:26]=[CH:27][CH:28]=4)[C:23]([C:30]#[N:31])=[CH:22][CH:21]=3)[CH:14]([CH2:15][CH2:16]2)[CH2:13]1>C1COCC1>[O:1]1[CH2:6][CH2:5][CH2:4][O:3][CH:2]1[CH2:7][CH2:8][C:12]1([OH:11])[CH2:13][CH:14]2[N:19]([C:20]3[C:29]4[C:24](=[CH:25][CH:26]=[CH:27][CH:28]=4)[C:23]([C:30]#[N:31])=[CH:22][CH:21]=3)[CH:17]([CH2:16][CH2:15]2)[CH2:18]1. Procedure details: 1,3-Dioxane-2-ylethyl magnesium bromide reagent (0.5 M solution in anhydrous THF: 860 μL, 0.43 mmol) was added dropwise to a solution of 156AF03-217 (80 mg, 0.29 mmol) in anhydrous THF (2 mL) at rt. After 48 h stirring at rt the reaction was quenched with saturated ammonium chloride. The mixture was partitioned between ammonium chloride and ethyl acetate. The organic layer was dried over sodium sulfate, filtered and evaporated to dryness. Purification of the residue by silica gel column chromato...